From a dataset of the Open Reaction Database (ORD), a public repository of structured organic reaction records. describe an organic reaction: reactants, conditions, products, and yield Reactants: C(C)OC(=O)C1=C(C2=C(C=N1)N=C(S2)C(C)(C)C)O (2-tert-butyl-7-hydroxy-thiazolo[4,5-c]pyridine-6-carboxylic acid ethyl ester), BrNC(CCC(=O)N)=O (N-bromosuccinamide), C(C1=CC=CC=C1)(=O)OOC(C1=CC=CC=C1)=O (benzoyl peroxide). Run in C(Cl)(Cl)(Cl)Cl (carbon tetrachloride). Yields the product C(C)OC(=O)C1=C(C2=C(C(=N1)Br)N=C(S2)C(C)(C)C)O (4-Bromo-2-tert-butyl-7-hydroxy-thiazolo[4,5-c]pyridine-6-carboxylic acid ethyl ester). The yield is 68.6%. As a reaction SMILES: [CH2:1]([O:3][C:4]([C:6]1[N:11]=[CH:10][C:9]2[N:12]=[C:13]([C:15]([CH3:18])([CH3:17])[CH3:16])[S:14][C:8]=2[C:7]=1[OH:19])=[O:5])[CH3:2].[Br:20]NC(=O)CCC(N)=O.C(OOC(=O)C1C=CC=CC=1)(=O)C1C=CC=CC=1>C(Cl)(Cl)(Cl)Cl>[CH2:1]([O:3][C:4]([C:6]1[N:11]=[C:10]([Br:20])[C:9]2[N:12]=[C:13]([C:15]([CH3:18])([CH3:17])[CH3:16])[S:14][C:8]=2[C:7]=1[OH:19])=[O:5])[CH3:2]. Procedure details: A solution of 2-tert-butyl-7-hydroxy-thiazolo[4,5-c]pyridine-6-carboxylic acid ethyl ester (3.87 g, 13.8 mmol, example 166(d)), N-bromosuccinamide (2.67 g, 15 mmol), and benzoyl peroxide (315 mg, 1.3 mmol) in 46 mL of carbon tetrachloride was heated at reflux temperature for 4 h. The reaction mixture was concentrated under reduced pressure and purified by column chromatography, eluting the desired product from silica gel with a gradient of 0-30% ethyl acetate in hexanes to give 3.4 g of the titl... The reactants are S (hydrogen sulfide), P(O)(O)(O)=O (phosphoric acid), ClC=1C=CC(=C(C1)O)N (5-chloro-2-aminophenol), O(C(=S)[S-])C.[Na+] (sodium methyl xanthate), ClC=1C(=C(C=CC1)O)N (chloro-aminophenol). Run in O (water). Conditions: time 1 hour. The product is ClC1=CC2=C(N=C(O2)S)C=C1 (6-chloro-2-mercaptobenzoxazole). The yield is 97.2%. Reaction SMILES: [Cl:1][C:2]1[CH:3]=[CH:4][C:5]([NH2:9])=[C:6]([OH:8])[CH:7]=1.O(C)[C:11]([S-])=[S:12].[Na+].ClC1C(N)=C(O)C=CC=1.S.P(=O)(O)(O)O>O>[Cl:1][C:2]1[CH:3]=[CH:4][C:5]2[N:9]=[C:11]([SH:12])[O:8][C:6]=2[CH:7]=1 |f:1.2|. Procedure: 143.6 g (1 mol) of 5-chloro-2-aminophenol, 164 g (1.02 mols) of sodium methyl xanthate (90% strength) and 500 ml of water were introduced into a 1 liter flask equipped with stirrer, thermometer and reflux condenser. The reaction mixture (the chloro-aminophenol remained undissolved) was warmed with stirring, from 80° C. on vigorous hydrogen sulfide development occured. After about 1 hour the reaction was essentially complete, but stirring with reflux was continued for a further 2 hours. The resul... The reactants are FC(C(=O)N1CCC2=C(C(C1)C)C=C(C=C2)Cl)(F)F (N-trifluoroacetyl-8-chloro-1-methyl-2,3,4,5-tetrahydro-1H-3-benzazepine), [OH-].[Na+] (NaOH). Run in CO (methanol). Run at time 3.5 hour. The product is ClC=1C=CC2=C(C(CNCC2)C)C1 (8-Chloro-1-methyl-2,3,4,5-tetrahydro-1H-3-benzazepine). Isolated yield 81.3%. As a reaction SMILES: FC(F)(F)C([N:5]1[CH2:11][CH:10]([CH3:12])[C:9]2[CH:13]=[C:14]([Cl:17])[CH:15]=[CH:16][C:8]=2[CH2:7][CH2:6]1)=O.[OH-].[Na+]>CO>[Cl:17][C:14]1[CH:15]=[CH:16][C:8]2[CH2:7][CH2:6][NH:5][CH2:11][CH:10]([CH3:12])[C:9]=2[CH:13]=1 |f:1.2|. Procedure: A solution of N-trifluoroacetyl-8-chloro-1-methyl-2,3,4,5-tetrahydro-1H-3-benzazepine (65 mg, 0.22 mmol) in methanol (2 mL) was treated with 15% aqueous NaOH (2 mL), and stirred for 3.5 hours at 60 C. The product mixture was concentrated, extracted 3 times with CH2Cl2 (5 mL), dried with Na2SO4 and concentrated to give 35 mg of a clear oil. 1H NMR (400 MHz, CDCl3) d 7.11 (s, 1 H), 7.05 (d, J=8 Hz, 1 H), 6.98 (d, J=8 Hz, 1 H), 3.1-2.9 (m, 6 H), 2.71 (m, 1 H), 2.68 (bs, 1 H), 1.32 (d, J=8 Hz, 3 H).... The reactants are COC1=CC=C(NC=2OC3=C(N2)C=CC(=C3)C(C#N)C)C=C1 (2-[2-(4-methoxyanilino)-6-benzoxazolyl]propionitrile), NC=1C=C(C=CC1O)C(C(=O)OCC)C (ethyl 2-(3-amino-4-hydroxyphenyl)propionate), C(C)OC(=S)[S-].[K+] (potassium ethylxanthate), C(C)O (ethanol). The solvent is O (water). The product is S=C1OC2=C(N1)C=C(C=C2)C(C(=O)OCC)C (ethyl 2-(2-thioxo-2,3-dihydrobenzoxazol-5-yl)propionate). As a reaction SMILES: COC1C=CC(NC2OC3C=C(C(C)C#N)C=CC=3N=2)=CC=1.[NH2:23][C:24]1[CH:25]=[C:26]([CH:31]([CH3:37])[C:32]([O:34][CH2:35][CH3:36])=[O:33])[CH:27]=[CH:28][C:29]=1[OH:30].C(O[C:41]([S-])=[S:42])C.[K+].C(O)C>O>[S:42]=[C:41]1[NH:23][C:24]2[CH:25]=[C:26]([CH:31]([CH3:37])[C:32]([O:34][CH2:35][CH3:36])=[O:33])[CH:27]=[CH:28][C:29]=2[O:30]1 |f:2.3|. Procedure details: 2-[2-(4-methoxyanilino)-6-benzoxazolyl]propionitrile (i) A stirred mixture of ethyl 2-(3-amino-4-hydroxyphenyl)propionate (8.4 g.), potassium ethylxanthate (6.33 g.), ethanol (38 ml.) and water (6.5 ml.) was heated under reflux for 4 hours. The solution was evaporated to half volume and diluted with water (65 ml.). The mixture was acidified with 2N-hydrochloric acid and extracted several times with ether. The ethereal solution was washed with water, then dried with anhydrous sodium sulphate, and... The solvent is C1=CC=CC=C1 (benzene). Reported procedure: 20.5 g. of 6-chloro-1,2,4-triazolo[4,3-b]pyridazin-3(2H)-one (0.12 mol.) and a solution of 14.85 g. of methylamine (0.48 mol.) in 160 ml. of benzene are heated in an autoclave at 120° for 5 hours. After cooling, the precipitated product is filtered off and the filtrate is evaporated to dryness. Both portions of 6-methylamino-1,2,4-triazolo[4,3-b]pyridazin-3(2H)-one are treated with dilute aqueous hydrochloric acid, filtered off and recrystallized from water to give 15.8 g. (80%) of material, m.p... RXN SMILES: Cl[C:2]1[CH:3]=[CH:4][C:5]2[N:6]([C:8](=[O:11])[NH:9][N:10]=2)[N:7]=1.[CH3:12][NH2:13]>C1C=CC=CC=1>[CH3:12][NH:13][C:2]1[CH:3]=[CH:4][C:5]2[N:6]([C:8](=[O:11])[NH:9][N:10]=2)[N:7]=1. Reactants: ClC=1C=CC=2N(N1)C(NN2)=O (6-chloro-1,2,4-triazolo[4,3-b]pyridazin-3(2H)-one), CN (methylamine), material. The product is CNC=1C=CC=2N(N1)C(NN2)=O (6-Methylamino-1,2,4-triazolo[4,3-b]pyridazin-3(2H)-one). Starting materials: [H-].[Na+] (sodium hydride), C(C1=CC=CC=C1)C=1C=CC=C2C=CC(=C(C12)OCOC)O (8-benzyl-1-methoxymethoxy-2-naphthol), CI (methyl iodide). Run in CN(C=O)C (N,N-dimethylformamide). Run at time 30 minute. Yields the product C(C1=CC=CC=C1)C=1C=CC=C2C=CC(=C(C12)O)OC (8-Benzyl-2-methoxy-1-naphthol). RXN SMILES: [CH2:1]([C:8]1[CH:9]=[CH:10][CH:11]=[C:12]2[C:17]=1[C:16]([O:18]COC)=[C:15]([OH:22])[CH:14]=[CH:13]2)[C:2]1[CH:7]=[CH:6][CH:5]=[CH:4][CH:3]=1.[H-].[Na+].[CH3:25]I>CN(C)C=O>[CH2:1]([C:8]1[CH:9]=[CH:10][CH:11]=[C:12]2[C:17]=1[C:16]([OH:18])=[C:15]([O:22][CH3:25])[CH:14]=[CH:13]2)[C:2]1[CH:3]=[CH:4][CH:5]=[CH:6][CH:7]=1 |f:1.2|. Procedure details: 82.7 g of 8-benzyl-1-methoxymethoxy-2-naphthol was dissolved in 300 ml of N,N-dimethylformamide to give a solution. 12.3 g of sodium hydride (55% suspension in oil) was added to the solution at room temperature. The obtained mixture was stirred for 30 minutes, followed by the dropwise addition of 17.5 ml of methyl iodide. The obtained mixture was stirred for one hour and poured onto ice-water. The obtained mixture was extracted with ethyl acetate. The organic layer was washed with a saturated aq...